The task is: describe an organic reaction: reactants, conditions, products, and yield. This data is from the Open Reaction Database (ORD), a public repository of structured organic reaction records. Starting materials: Cl.ClCC1=NC2=CC=CC=C2C=C1 (2-chloromethylquinoline hydrochloride), OC1=CC=C(CO\N=C(/CCC(=O)OC)\C2=CC=CC=C2)C=C1 (methyl E-4-(4-hydroxybenzyloxyimino)-4-phenylbutyrate), C([O-])([O-])=O.[K+].[K+] (potassium carbonate), CN(C=O)C (N,N-dimethylformamide). The solvent is C(C)(=O)OCC.CCCCCC (ethyl acetate hexane), O (Water). Conditions: time 13 hour. Yields the product C1(=CC=CC=C1)/C(/CCC(=O)OC)=N/OCC1=CC=C(C=C1)OCC1=NC2=CC=CC=C2C=C1 (methyl E-4-phenyl-4-[4-(2-quinolinylmethoxy)benzyloxyimino]butyrate). The yield is 69.5%. Reaction SMILES: Cl.Cl[CH2:3][C:4]1[CH:13]=[CH:12][C:11]2[C:6](=[CH:7][CH:8]=[CH:9][CH:10]=2)[N:5]=1.[OH:14][C:15]1[CH:36]=[CH:35][C:18]([CH2:19][O:20]/[N:21]=[C:22](/[C:29]2[CH:34]=[CH:33][CH:32]=[CH:31][CH:30]=2)\[CH2:23][CH2:24][C:25]([O:27][CH3:28])=[O:26])=[CH:17][CH:16]=1.C(=O)([O-])[O-].[K+].[K+].CN(C)C=O>C(OCC)(=O)C.CCCCCC.O>[C:29]1(/[C:22](=[N:21]/[O:20][CH2:19][C:18]2[CH:35]=[CH:36][C:15]([O:14][CH2:3][C:4]3[CH:13]=[CH:12][C:11]4[C:6](=[CH:7][CH:8]=[CH:9][CH:10]=4)[N:5]=3)=[CH:16][CH:17]=2)/[CH2:23][CH2:24][C:25]([O:27][CH3:28])=[O:26])[CH:30]=[CH:31][CH:32]=[CH:33][CH:34]=1 |f:0.1,3.4.5,7.8|. Procedure details: A mixture of 2-chloromethylquinoline hydrochloride (488 mg), methyl E-4-(4-hydroxybenzyloxyimino)-4-phenylbutyrate (650 mg), potassium carbonate (1.00 g) and N,N-dimethylformamide (10 ml) was stirred at room temperature for 13 hours. Water was added to the reaction mixture and extracted with ethyl acetate. The ethyl acetate layer was washed with an aqueous saturated solution of sodium chloride, dried (MgSO4) and concentrated. The residue was subjected to silica gel chromatography to obtain methy... Reactants: C(CCCC)[C@@H]1CC[C@H](CC1)C(=O)O (trans-4-pentylcyclohexane carboxylic acid), C(C(=O)Cl)(=O)Cl (oxalyl chloride), acid chloride, N[C@H]([C@H](O)C)C(=O)O (D-allo-Thr), [OH-].[Na+] (NaOH), TEA, crude product. Solvent: C1(=CC=CC=C1)C (toluene), C(C)#N (acetonitrile), C1CCOC1 (THF). Reaction conditions: time 1 hour. Product: C(CCCC)[C@@H]1CC[C@H](CC1)C(=O)N[C@H]([C@H](O)C)C(=O)O (N-[trans[4-pentylcyclohexyl)carbonyl)-D-allo-Threonine). As a reaction SMILES: [CH2:1]([C@H:6]1[CH2:11][CH2:10][C@H:9]([C:12]([OH:14])=O)[CH2:8][CH2:7]1)[CH2:2][CH2:3][CH2:4][CH3:5].C(Cl)(=O)C(Cl)=O.[NH2:21][C@@H:22]([C:26]([OH:28])=[O:27])[C@@H:23]([CH3:25])[OH:24].[OH-].[Na+]>C1(C)C=CC=CC=1.C(#N)C.C1COCC1>[CH2:1]([C@H:6]1[CH2:7][CH2:8][C@H:9]([C:12]([NH:21][C@@H:22]([C:26]([OH:28])=[O:27])[C@@H:23]([CH3:25])[OH:24])=[O:14])[CH2:10][CH2:11]1)[CH2:2][CH2:3][CH2:4][CH3:5] |f:3.4|. Procedure details: A solution of trans-4-pentylcyclohexane carboxylic acid (198 mg, 1.0 mmol) in dry toluene (1 mL) is treated with oxalyl chloride (760 mg, 5.9 mmol) at 0° C. and the mixture is stirred for 2 h at the same temperature and 1 h at room temperature. Excess reagent is removed in vacuo. A solution of the crude acid chloride in dry acetonitrile (2 mL) is added to a mixture of D-allo-Thr (100 mg, 0.85 mmol), 2N aq. NaOH (600 μl, 1.20 meq) and TEA (85 mg, 0.85 mmol) in THF (1.5 mL), following the procedur...